This data is from the Open Reaction Database (ORD), a public repository of structured organic reaction records. The task is: describe an organic reaction: reactants, conditions, products, and yield Starting materials: C1(CC1)C(=O)C1=C(C=CC=C1)[N+](=O)[O-] (o-nitrophenyl cyclopropyl ketone). The reagents and catalysts are [Pd] (Pd on carbon). The solvent is CO (methanol). The product is C1(CC1)C(=O)C1=C(C=CC=C1)N (o-aminophenyl cyclopropyl ketone). Isolated yield 85.0%. As a reaction SMILES: [CH:1]1([C:4]([C:6]2[CH:11]=[CH:10][CH:9]=[CH:8][C:7]=2[N+:12]([O-])=O)=[O:5])[CH2:3][CH2:2]1>CO.[Pd]>[CH:1]1([C:4]([C:6]2[CH:11]=[CH:10][CH:9]=[CH:8][C:7]=2[NH2:12])=[O:5])[CH2:2][CH2:3]1. Reported procedure: A mixture of o-nitrophenyl cyclopropyl ketone (100 mg, 0.52 mmole) and a catalytic amount of 10% Pd on carbon in methanol is stirred under hydrogen at atmospheric pressure until reaction is complete by TLC. The reaction mixture is filtered and the filtrate is concentrated in vacuo to give a bright yellow oil. The oil is flash chromatographed to give the title product as an off-white crystalline solid, 72 mg (85% yield), identified by 1HNMR. Starting materials: Cl.C12CCC(CC1)N2 (7-azabicyclo[2.2.1]heptane hydrochloride), FC1=CC(=C(C=C1)[N+](=O)[O-])C(F)(F)F (4-fluoro-1-nitro-2-(trifluoromethyl)benzene), C([O-])([O-])=O.[Na+].[Na+] (Sodium carbonate), CS(=O)C (dimethylsulfoxide). The solvent is CC1OCCC1 (2-methyltetrahydrofuran). Reaction conditions: temperature 55 celsius. Product: [N+](=O)([O-])C1=C(C=C(C=C1)N1C2CCC1CC2)C(F)(F)F (7-[4-nitro-3-(trifluoromethyl)phenyl]-7-azabicyclo[2.2.1]heptane), CC1OCCC1 (2-methyltetrahydrofuran). The yield is 95.0%. RXN SMILES: F[C:2]1[CH:7]=[CH:6][C:5]([N+:8]([O-:10])=[O:9])=[C:4]([C:11]([F:14])([F:13])[F:12])[CH:3]=1.[C:15](=[O:18])([O-])[O-].[Na+].[Na+].CS(C)=O.Cl.[CH:26]12[NH:32][CH:29]([CH2:30][CH2:31]1)[CH2:28][CH2:27]2>CC1CCCO1>[N+:8]([C:5]1[CH:6]=[CH:7][C:2]([N:32]2[CH:26]3[CH2:31][CH2:30][CH:29]2[CH2:28][CH2:27]3)=[CH:3][C:4]=1[C:11]([F:14])([F:13])[F:12])([O-:10])=[O:9].[CH3:7][CH:2]1[CH2:3][CH2:4][CH2:15][O:18]1 |f:1.2.3,5.6|. Procedure details: 4-fluoro-1-nitro-2-(trifluoromethyl)benzene (18) (901 g) was added into a 30 L jacketed vessel. Sodium carbonate (959.1 g) and 5 L dimethylsulfoxide (DMSO) was added and the mixture was stirred under a nitrogen atmosphere. 7-azabicyclo[2.2.1]heptane hydrochloride (7a) (633.4 g) was added to the vessel in portions. The temperature of the mixture was gradually raised to 55° C., and the reaction was monitored by HPLC. When the substrate was less than 1% AUC, the reaction was considered complete. Th... RXN SMILES: [CH3:23][CH2:24][OH:25].[Cl:1][c:2]1[cH:3][cH:4][c:5]([C:6](=[O:7])[c:8]2[c:9]([Cl:16])[cH:10][c:11]([CH2:12][Br:13])[cH:14][cH:15]2)[cH:17][cH:18]1.[K+:22].[N-:19]=[N+:20]=[N-:21]>>[Cl:1][c:2]1[cH:3][cH:4][c:5]([C:6](=[O:7])[c:8]2[c:9]([Cl:16])[cH:10][c:11]([CH2:12][N:19]=[N+:20]=[N-:21])[cH:14][cH:15]2)[cH:17][cH:18]1. The reactants are CCO, O=C(c1ccc(Cl)cc1)c1ccc(CBr)cc1Cl, [K+], [N-]=[N+]=[N-]. Yields the product [N-]=[N+]=NCc1ccc(C(=O)c2ccc(Cl)cc2)c(Cl)c1. The product is COc1cc(C)ccc1S(=O)(=O)NC(=O)C(c1ccc2c(c1)OCO2)c1cn(C)c2ccc(CO)cc12. RXN SMILES: [CH2:54]1[O:55][CH2:56][CH2:57][O:58][CH2:59]1.[Na+:53].[O:1]1[CH2:2][O:3][c:4]2[c:5]1[cH:6][cH:7][c:8]([CH:10]([C:11](=[O:12])[NH:13][S:14](=[O:15])(=[O:16])[c:17]1[c:18]([O:24][CH3:25])[cH:19][c:20]([CH3:23])[cH:21][cH:22]1)[c:26]1[cH:27][n:28]([CH3:36])[c:29]3[cH:30][cH:31][c:32]([Br:35])[cH:33][c:34]13)[cH:9]2.[OH-:52].[OH:37][CH2:38][Sn:39]([CH2:40][CH2:41][CH2:42][CH3:43])([CH2:44][CH2:45][CH2:46][CH3:47])[CH2:48][CH2:49][CH2:50][CH3:51]>>[O:1]1[CH2:2][O:3][c:4]2[c:5]1[cH:6][cH:7][c:8]([CH:10]([C:11](=[O:12])[NH:13][S:14](=[O:15])(=[O:16])[c:17]1[c:18]([O:24][CH3:25])[cH:19][c:20]([CH3:23])[cH:21][cH:22]1)[c:26]1[cH:27][n:28]([CH3:36])[c:29]3[cH:30][cH:31][c:32]([CH2:38][OH:37])[cH:33][c:34]13)[cH:9]2. Starting materials: C1COCCO1, [Na+], COc1cc(C)ccc1S(=O)(=O)NC(=O)C(c1ccc2c(c1)OCO2)c1cn(C)c2ccc(Br)cc12, [OH-], CCCC[Sn](CO)(CCCC)CCCC. Reactants: [N+](=O)([O-])C1=CC(=C(NC1=O)C1=CC=C(C=C1)C1(CCC1)NC(OC(C)(C)C)=O)C1=CC=CC=C1 (Tert-butyl (1-(4-(5-nitro-6-oxo-3-phenyl-1,6-dihydropyridin-2-yl)phenyl)cyclobutyl)carbamate). The reagents and catalysts are [Zn] (Zinc). Run in C(C)(=O)O (acetic acid). Run at time 18 hour. Product: C(C)(C)(C)OC(NC1(CCC1)C1=CC=C(C=C1)C=1NC(C(=CC1C1=CC=CC=C1)N)=O)=O (tert-butyl(1-(4-(5-amino-6-oxo-3-phenyl-1,6-dihydropyridin-2-yl)phenyl)cyclobutyl)carbamate). Isolated yield 41.9%. RXN SMILES: [N+:1]([C:4]1[C:9](=[O:10])[NH:8][C:7]([C:11]2[CH:16]=[CH:15][C:14]([C:17]3([NH:21][C:22](=[O:28])[O:23][C:24]([CH3:27])([CH3:26])[CH3:25])[CH2:20][CH2:19][CH2:18]3)=[CH:13][CH:12]=2)=[C:6]([C:29]2[CH:34]=[CH:33][CH:32]=[CH:31][CH:30]=2)[CH:5]=1)([O-])=O>C(O)(=O)C.[Zn]>[C:24]([O:23][C:22](=[O:28])[NH:21][C:17]1([C:14]2[CH:15]=[CH:16][C:11]([C:7]3[NH:8][C:9](=[O:10])[C:4]([NH2:1])=[CH:5][C:6]=3[C:29]3[CH:30]=[CH:31][CH:32]=[CH:33][CH:34]=3)=[CH:12][CH:13]=2)[CH2:18][CH2:19][CH2:20]1)([CH3:27])([CH3:25])[CH3:26]. Procedure details: Tert-butyl (1-(4-(5-nitro-6-oxo-3-phenyl-1,6-dihydropyridin-2-yl)phenyl)cyclobutyl)carbamate (10.95 g, 23.77 mmol) was dissolved in acetic acid (250 mL) at room temperature. Zinc powder (10 g, 153 mmol) was added at 30° C. and the resulting suspension was stirred at room temperature for 18 hours. The reaction mixture was concentrated under reduced pressure and the obtained residue was partitioned between water (250 mL) and ethyl acetate (250 mL). The aqueous phase was extracted with fresh ethyl ... Reaction SMILES: [C:1]([CH3:2])([CH3:3])([CH3:4])[O:5][C:6]([NH:7][CH:8]1[CH2:9][CH2:10][CH2:11][CH2:12][CH2:13][CH:14]=[CH:15][CH:16]2[CH2:17][C:18]2([C:40](=[O:41])[NH:42][S:43](=[O:44])(=[O:45])[C:46]2([CH2:49][CH2:50][CH3:51])[CH2:47][CH2:48]2)[NH:19][C:20](=[O:39])[CH:21]2[CH2:22][CH:23]([O:28][c:29]3[n:30][cH:31][cH:32][c:33]4[cH:34][cH:35][cH:36][cH:37][c:38]34)[CH2:24][N:25]2[C:26]1=[O:27])=[O:52].[CH3:63][C:64](=[O:65])[OH:66].[CH3:67][OH:68].[K+:61].[K+:62].[N:53]([C:54]([O-:55])=[O:56])=[N:57][C:58]([O-:59])=[O:60]>>[C:1]([CH3:2])([CH3:3])([CH3:4])[O:5][C:6]([NH:7][CH:8]1[CH2:9][CH2:10][CH2:11][CH2:12][CH2:13][CH2:14][CH2:15][CH:16]2[CH2:17][C:18]2([C:40](=[O:41])[NH:42][S:43](=[O:44])(=[O:45])[C:46]2([CH2:49][CH2:50][CH3:51])[CH2:47][CH2:48]2)[NH:19][C:20](=[O:39])[CH:21]2[CH2:22][CH:23]([O:28][c:29]3[n:30][cH:31][cH:32][c:33]4[cH:34][cH:35][cH:36][cH:37][c:38]34)[CH2:24][N:25]2[C:26]1=[O:27])=[O:52]. The reactants are CCCC1(S(=O)(=O)NC(=O)C23CC2C=CCCCCCC(NC(=O)OC(C)(C)C)C(=O)N2CC(Oc4nccc5ccccc45)CC2C(=O)N3)CC1, CC(=O)O, CO, [K+], [K+], O=C([O-])N=NC(=O)[O-]. The product is CCCC1(S(=O)(=O)NC(=O)C23CC2CCCCCCCC(NC(=O)OC(C)(C)C)C(=O)N2CC(Oc4nccc5ccccc45)CC2C(=O)N3)CC1.